Dataset: the Open Reaction Database (ORD), a public repository of structured organic reaction records. Task: describe an organic reaction: reactants, conditions, products, and yield Starting materials: COC=1NC(=C(C(N1)C1=CC(=CC=C1)[N+](=O)[O-])C(=O)OC(C)C)C (1,4-dihydro-2-methoxy-6-methyl-4-(3-nitrophenyl)-5-pyrimidinecarboxylic acid, 1-methylethyl ester), C([O-])([O-])=O.[K+].[K+] (potassium carbonate), C1(=CC=CC=C1)CCCBr (3-phenylpropyl bromide), C1COCCOCCOCCOCCOCCO1 (18-crown-6). The solvent is CN(C=O)C (dimethylformamide), CCOCC (ether). Conditions: time 72 hour. The product is COC=1N(C(C(=C(N1)C1=CC(=CC=C1)[N+](=O)[O-])C(=O)OC(C)C)C)CCCC1=CC=CC=C1 (1,6-Dihydro-2-methoxy-6-methyl-4-(3-nitrophenyl)-1-(3-phenylpropyl)-5-pyrimidinecarboxylic acid, 1-methylethyl ester). Yield: 60.7%. Reaction SMILES: [CH3:1][O:2][C:3]1[NH:4][C:5]([CH3:24])=[C:6]([C:18]([O:20][CH:21]([CH3:23])[CH3:22])=[O:19])[CH:7]([C:9]2[CH:14]=[CH:13][CH:12]=[C:11]([N+:15]([O-:17])=[O:16])[CH:10]=2)[N:8]=1.C(=O)([O-])[O-].[K+].[K+].[C:31]1([CH2:37][CH2:38][CH2:39]Br)[CH:36]=[CH:35][CH:34]=[CH:33][CH:32]=1.C1OCCOCCOCCOCCOCCOC1>CN(C)C=O.CCOCC>[CH3:1][O:2][C:3]1[N:4]([CH2:39][CH2:38][CH2:37][C:31]2[CH:36]=[CH:35][CH:34]=[CH:33][CH:32]=2)[CH:5]([CH3:24])[C:6]([C:18]([O:20][CH:21]([CH3:22])[CH3:23])=[O:19])=[C:7]([C:9]2[CH:14]=[CH:13][CH:12]=[C:11]([N+:15]([O-:17])=[O:16])[CH:10]=2)[N:8]=1 |f:1.2.3|. Procedure details: A solution of 1,4-dihydro-2-methoxy-6-methyl-4-(3-nitrophenyl)-5-pyrimidinecarboxylic acid, 1-methylethyl ester (4.0 g, 12.0 mmol) in dry dimethylformamide (10 ml) under argon was treated with finely ground potassium carbonate (4.97 g, 36.0 mmoles), 3-phenylpropyl bromide (2.19 ml, 14.4 mmoles) and a catalytic amount of 18-crown-6. The resulting suspension was allowed to stir at room temperature for 72 hours, diluted with ether, filtered and the filtrate washed with water and brine. After drying...